This data is from the Open Reaction Database (ORD), a public repository of structured organic reaction records. The task is: describe an organic reaction: reactants, conditions, products, and yield The reactants are CCN(CCO)c1ccc(N2C(=O)c3cccc4c([N+](=O)[O-])ccc(c34)C2=O)cc1, O=C1OC(=O)c2cc([N+](=O)[O-])cc3cccc1c23, COc1ccc(N)c(NCCO)c1. The product is COc1ccc(N2C(=O)c3cccc4cc([N+](=O)[O-])cc(c34)C2=O)c(NCCO)c1. As a reaction SMILES: [CH2:32]([N:33]([CH2:34][CH2:35][OH:36])[c:37]1[cH:38][cH:39][c:40]([N:41]2[C:42](=[O:43])[c:44]3[cH:45][cH:46][c:47]([N+:48]([O-:49])=[O:50])[c:51]4[c:52]3[c:53]([cH:54][cH:55][cH:56]4)[C:57]2=[O:58])[cH:59][cH:60]1)[CH3:61].[N+:14](=[O:15])([O-:16])[c:17]1[cH:18][c:19]2[c:20]3[c:21]([cH:22][cH:23][cH:24][c:25]3[cH:26]1)[C:27](=[O:28])[O:29][C:30]2=[O:31].[OH:1][CH2:2][CH2:3][NH:4][c:5]1[c:6]([NH2:13])[cH:7][cH:8][c:9]([O:11][CH3:12])[cH:10]1>>[OH:1][CH2:2][CH2:3][NH:4][c:5]1[c:6]([N:13]2[C:27](=[O:28])[c:21]3[c:20]4[c:19]([cH:18][c:17]([N+:14](=[O:15])[O-:16])[cH:26][c:25]4[cH:24][cH:23][cH:22]3)[C:30]2=[O:29])[cH:7][cH:8][c:9]([O:11][CH3:12])[cH:10]1. Starting materials: C1CCOC1, [Cl-], [Cl-], Clc1cccc(C[Zn+])c1Cl, CCOC(=O)c1cn(CCO[Si](C)(C)C(C)(C)C)c2c(F)cc(I)cc2c1=O, [NH4+], c1coc(P(c2ccco2)c2ccco2)c1. Yields the product CCOC(=O)c1cn(CCO[Si](C)(C)C(C)(C)C)c2c(F)cc(Cc3cccc(Cl)c3Cl)cc2c1=O. RXN SMILES: [CH2:58]1[O:59][CH2:60][CH2:61][CH2:62]1.[Cl-:45].[Cl-:56].[Cl:46][c:47]1[c:48]([CH2:49][Zn+:50])[cH:51][cH:52][cH:53][c:54]1[Cl:55].[F:17][c:18]1[cH:19][c:20]([I:44])[cH:21][c:22]2[c:23](=[O:43])[c:24]([C:38](=[O:39])[O:40][CH2:41][CH3:42])[cH:25][n:26]([CH2:28][CH2:29][O:30][Si:31]([CH3:32])([CH3:33])[C:34]([CH3:35])([CH3:36])[CH3:37])[c:27]12.[NH4+:57].[o:1]1[cH:2][cH:3][cH:4][c:5]1[P:6]([c:7]1[o:8][cH:9][cH:10][cH:11]1)[c:12]1[o:13][cH:14][cH:15][cH:16]1>>[F:17][c:18]1[cH:19][c:20]([CH2:49][c:48]2[c:47]([Cl:46])[c:54]([Cl:55])[cH:53][cH:52][cH:51]2)[cH:21][c:22]2[c:23](=[O:43])[c:24]([C:38](=[O:39])[O:40][CH2:41][CH3:42])[cH:25][n:26]([CH2:28][CH2:29][O:30][Si:31]([CH3:32])([CH3:33])[C:34]([CH3:35])([CH3:36])[CH3:37])[c:27]12. The reactants are Cc1noc(-c2ccc(Br)cc2)c1C(O)COCc1ccccc1, CCOC(=O)C1(c2ccc(B3OC(C)(C)C(C)(C)O3)cc2)CC1, Cl[Pd]Cl, c1ccc(P(c2ccccc2)c2ccccc2)cc1, c1ccc(P(c2ccccc2)c2ccccc2)cc1. Yields the product CCOC(=O)C1(c2ccc(-c3ccc(-c4onc(C)c4C(O)COCc4ccccc4)cc3)cc2)CC1. RXN SMILES: [CH2:1]([c:2]1[cH:3][cH:4][cH:5][cH:6][cH:7]1)[O:8][CH2:9][CH:10]([OH:11])[c:12]1[c:13]([CH3:24])[n:14][o:15][c:16]1-[c:17]1[cH:18][cH:19][c:20]([Br:23])[cH:21][cH:22]1.[CH2:25]([CH3:26])[O:27][C:28](=[O:29])[C:30]1([c:33]2[cH:34][cH:35][c:36]([B:39]3[O:40][C:41]([CH3:42])([CH3:43])[C:44]([CH3:45])([CH3:46])[O:47]3)[cH:37][cH:38]2)[CH2:31][CH2:32]1.[Pd:48]([Cl:49])[Cl:50].[c:51]1([P:52]([c:53]2[cH:54][cH:55][cH:56][cH:57][cH:58]2)[c:59]2[cH:60][cH:61][cH:62][cH:63][cH:64]2)[cH:65][cH:66][cH:67][cH:68][cH:69]1.[c:70]1([P:71]([c:72]2[cH:73][cH:74][cH:75][cH:76][cH:77]2)[c:78]2[cH:79][cH:80][cH:81][cH:82][cH:83]2)[cH:84][cH:85][cH:86][cH:87][cH:88]1>>[CH2:1]([c:2]1[cH:3][cH:4][cH:5][cH:6][cH:7]1)[O:8][CH2:9][CH:10]([OH:11])[c:12]1[c:13]([CH3:24])[n:14][o:15][c:16]1-[c:17]1[cH:18][cH:19][c:20](-[c:36]2[cH:35][cH:34][c:33]([C:30]3([C:28]([O:27][CH2:25][CH3:26])=[O:29])[CH2:31][CH2:32]3)[cH:38][cH:37]2)[cH:21][cH:22]1. The reactants are CN1CCCC1=O, CCOC(C)=O, CCN(C(C)C)C(C)C, CCN(CC)c1ccc(Nc2nc(Cl)ccc2C(N)=O)cc1, CC(C)(C)OC(=O)NC1CCCNC1. Yields the product CCN(CC)c1ccc(Nc2nc(N3CCCC(NC(=O)OC(C)(C)C)C3)ccc2C(N)=O)cc1. RXN SMILES: [CH3:46][N:47]1[CH2:48][CH2:49][CH2:50][C:51]1=[O:52].[CH3:53][CH2:54][O:55][C:56](=[O:57])[CH3:58].[CH:37]([N:38]([CH2:39][CH3:40])[CH:41]([CH3:42])[CH3:43])([CH3:44])[CH3:45].[Cl:1][c:2]1[n:3][c:4]([NH:11][c:12]2[cH:13][cH:14][c:15]([N:18]([CH2:19][CH3:20])[CH2:21][CH3:22])[cH:16][cH:17]2)[c:5]([C:6](=[O:7])[NH2:8])[cH:9][cH:10]1.[NH:23]1[CH2:24][CH:25]([NH:29][C:30]([O:31][C:32]([CH3:33])([CH3:34])[CH3:35])=[O:36])[CH2:26][CH2:27][CH2:28]1>>[c:2]1([N:23]2[CH2:24][CH:25]([NH:29][C:30]([O:31][C:32]([CH3:33])([CH3:34])[CH3:35])=[O:36])[CH2:26][CH2:27][CH2:28]2)[n:3][c:4]([NH:11][c:12]2[cH:13][cH:14][c:15]([N:18]([CH2:19][CH3:20])[CH2:21][CH3:22])[cH:16][cH:17]2)[c:5]([C:6](=[O:7])[NH2:8])[cH:9][cH:10]1. Starting materials: ClC1=NC(=C2N=C(N(C2=N1)C)CCN1CCN(CC1)C1CCOCC1)N1CCOCC1 (2-chloro-9-methyl-6-morpholin-4-yl-8-{2-[4-(tetrahydropyran-4-yl)piperazin-1-yl]ethyl}-9H-purine), C(C)C=1NC2=C(N1)C=CC=C2 (2-ethylbenzimidazole), CC(C)C1=CC(=C(C(=C1)C(C)C)C2=C(C=CC=C2)P(C3CCCCC3)C4CCCCC4)C(C)C (Xphos), C(=O)([O-])[O-].[Cs+].[Cs+] (Cs2CO3). Reagents/catalysts: C=1C=CC(=CC1)/C=C/C(=O)/C=C/C2=CC=CC=C2.C=1C=CC(=CC1)/C=C/C(=O)/C=C/C2=CC=CC=C2.C=1C=CC(=CC1)/C=C/C(=O)/C=C/C2=CC=CC=C2.[Pd].[Pd] (Pd2(dba)3). The solvent is O1CCOCC1 (dioxane). Run at temperature 120 celsius. Product: C(C)C1=NC2=C(N1C1=NC(=C3N=C(N(C3=N1)C)CCN1CCN(CC1)C1CCOCC1)N1CCOCC1)C=CC=C2 (4-(2-(2-ethyl-1H-benzo[d]imidazol-1-yl)-9-methyl-8-(2-(4-(tetrahydro-2H-pyran-4-yl)piperazin-1-yl)ethyl)-9H-purin-6-yl)morpholine). Isolated yield 71.5%. As a reaction SMILES: Cl[C:2]1[N:10]=[C:9]2[C:5]([N:6]=[C:7]([CH2:12][CH2:13][N:14]3[CH2:19][CH2:18][N:17]([CH:20]4[CH2:25][CH2:24][O:23][CH2:22][CH2:21]4)[CH2:16][CH2:15]3)[N:8]2[CH3:11])=[C:4]([N:26]2[CH2:31][CH2:30][O:29][CH2:28][CH2:27]2)[N:3]=1.[CH2:32]([C:34]1[NH:35][C:36]2[CH:42]=[CH:41][CH:40]=[CH:39][C:37]=2[N:38]=1)[CH3:33].CC(C1C=C(C(C)C)C(C2C=CC=CC=2P(C2CCCCC2)C2CCCCC2)=C(C(C)C)C=1)C.C([O-])([O-])=O.[Cs+].[Cs+]>O1CCOCC1.C1C=CC(/C=C/C(/C=C/C2C=CC=CC=2)=O)=CC=1.C1C=CC(/C=C/C(/C=C/C2C=CC=CC=2)=O)=CC=1.C1C=CC(/C=C/C(/C=C/C2C=CC=CC=2)=O)=CC=1.[Pd].[Pd]>[CH2:32]([C:34]1[N:35]([C:2]2[N:10]=[C:9]3[C:5]([N:6]=[C:7]([CH2:12][CH2:13][N:14]4[CH2:19][CH2:18][N:17]([CH:20]5[CH2:21][CH2:22][O:23][CH2:24][CH2:25]5)[CH2:16][CH2:15]4)[N:8]3[CH3:11])=[C:4]([N:26]3[CH2:31][CH2:30][O:29][CH2:28][CH2:27]3)[N:3]=2)[C:36]2[CH:42]=[CH:41][CH:40]=[CH:39][C:37]=2[N:38]=1)[CH3:33] |f:3.4.5,7.8.9.10.11|. Procedure: A mixture of 2-chloro-9-methyl-6-morpholin-4-yl-8-{2-[4-(tetrahydropyran-4-yl)piperazin-1-yl]ethyl}-9H-purine (37 mg, 0.08 mmol), 2-ethylbenzimidazole (13 mg, 0.09 mmol), Pd2(dba)3 (1.9 mg, 2.5 mol %), Xphos (3.9 mg, 10 mol %) and Cs2CO3 (37 mg, 0.11 mmol) in dioxane (1.5 mL) was purged with argon gas then heated at 120° C., for 19 h, in a sealed tube. The reaction mixture was loaded onto an Isolute® SCX-2 cartridge, washed with MeOH then the desired product eluted with 2 M NH3/MeOH in DCM. The ... Starting materials: CC1(OC(C2(CC2)C(O1)=O)=O)C (6,6-dimethyl-5,7-dioxaspiro[2.5]octane-4,8-dione), C1OCC2=CC(=CC=C12)N (1,3-dihydroisobenzofuran-5-amine). The solvent is C(C)O (ethanol). The product is C1OCC2=CC(=CC=C12)N1C(C(CC1)C(=O)O)=O (1-(1,3-dihydroisobenzofuran-5-yl)-2-oxopyrrolidine-3-carboxylic acid). Isolated yield 83.7%. Reaction SMILES: CC1(C)[O:9][C:8](=[O:10])[C:5]2([CH2:7][CH2:6]2)[C:4](=[O:11])O1.[CH2:13]1[C:21]2[C:16](=[CH:17][C:18]([NH2:22])=[CH:19][CH:20]=2)[CH2:15][O:14]1>C(O)C>[CH2:13]1[C:21]2[C:16](=[CH:17][C:18]([N:22]3[CH2:6][CH2:7][CH:5]([C:8]([OH:9])=[O:10])[C:4]3=[O:11])=[CH:19][CH:20]=2)[CH2:15][O:14]1. Procedure details: This compound was prepared according to general method 1 starting from 6,6-dimethyl-5,7-dioxaspiro[2.5]octane-4,8-dione (0.250 g; 1.45 mmol) and 1,3-dihydroisobenzofuran-5-amine (0.608 g; 4.36 mmol) in ethanol (3 mL). 1-(1,3-dihydroisobenzofuran-5-yl)-2-oxopyrrolidine-3-carboxylic acid 0.300 g (84%) was obtained as a white solid. Run in CCOCC (ether), CCCCC (pentane), CCOCC (ether), ClCCl (dichloromethane). The reactants are N12CC(C(CC1)C2)=O (1-azabicyclo[2.2.1]heptan-3-one), C(C)(C)(C)[Li] (t-Butyllithium), solution, IC1=NC=CN=C1 (2-iodopyrazine), O (Water). The yield is 29.6%. Product: N1=C(C=NC=C1)C1(CN2CCC1C2)O (3-(2-pyrazinyl)-1-azabicyclo[2.2.1]heptan-3-ol). RXN SMILES: C([Li])(C)(C)C.I[C:7]1[CH:12]=[N:11][CH:10]=[CH:9][N:8]=1.[N:13]12[CH2:19][CH:16]([CH2:17][CH2:18]1)[C:15](=[O:20])[CH2:14]2.O>CCCCC.CCOCC.ClCCl>[N:8]1[CH:9]=[CH:10][N:11]=[CH:12][C:7]=1[C:15]1([OH:20])[CH:16]2[CH2:19][N:13]([CH2:18][CH2:17]2)[CH2:14]1. Run at time 16 hour. Reported procedure: t-Butyllithium (10.6 ml of a 1.7M solution in pentane, 18 mmol) was added dropwise to a rapidly stirred solution of 2-iodopyrazine (1.86 g, 9.0 mmol) in ether (50 ml), at -45° C. After 0.25 h a solution of 1-azabicyclo[2.2.1]heptan-3-one (1 g, 9.0 mmol) in ether (20 ml) was added dropwise and the reaction mixture warmed to room temperature and stirred for 16 h. Water (25 ml) was added and the solution stirred for 0.25 h before adding dichloromethane (150 ml) and extracting. The aqueous was extra...